From a dataset of the Open Reaction Database (ORD), a public repository of structured organic reaction records. describe an organic reaction: reactants, conditions, products, and yield Reactants: O=C([O-])[O-], NCCN1CCC(OC(c2ccc(Cl)cc2)c2ccccn2)CC1, Clc1nc2ccccc2o1, [K+], [K+], C1COCCO1. The product is Clc1ccc(C(OC2CCN(CCNc3nc4ccccc4o3)CC2)c2ccccn2)cc1. As a reaction SMILES: [C:35](=[O:36])([O-:37])[O-:38].[Cl:1][c:2]1[cH:3][cH:4][c:5]([CH:8]([O:9][CH:10]2[CH2:11][CH2:12][N:13]([CH2:16][CH2:17][NH2:18])[CH2:14][CH2:15]2)[c:19]2[n:20][cH:21][cH:22][cH:23][cH:24]2)[cH:6][cH:7]1.[Cl:25][c:26]1[o:27][c:28]2[c:29]([n:30]1)[cH:31][cH:32][cH:33][cH:34]2.[K+:39].[K+:40].[O:41]1[CH2:42][CH2:43][O:44][CH2:45][CH2:46]1>>[Cl:1][c:2]1[cH:3][cH:4][c:5]([CH:8]([O:9][CH:10]2[CH2:11][CH2:12][N:13]([CH2:16][CH2:17][NH:18][c:26]3[o:27][c:28]4[c:29]([n:30]3)[cH:31][cH:32][cH:33][cH:34]4)[CH2:14][CH2:15]2)[c:19]2[n:20][cH:21][cH:22][cH:23][cH:24]2)[cH:6][cH:7]1. Starting materials: C(C)OC(C(C(=O)OCC)=CC1=CC=C(C=C1)N1CCC(CC1)=O)=O (2-[4-(4-Oxo-piperidine-1-yl)-benzylidene]-malonic acid diethyl ester), NCC(O)C=1C=CC(=C(C1)NS(=O)(=O)C)O (N-[5-(2-Amino-1-hydroxy-ethyl)-2-hydroxy-phenyl]-methanesulfonamide). The product is C(C)OC(C(C(=O)OCC)=CC1=CC=C(C=C1)N1CCC(CC1)NCC(C1=CC(=C(C=C1)O)NS(=O)(=O)C)O)=O (2-(4-{4-[2-Hydroxy-2-(4-hydroxy-3-methanesulfonylamino-phenyl)-ethylamino]-piperidine-1-yl}-benzylidene)-malonic acid diethyl ester). Reaction SMILES: [CH2:1]([O:3][C:4](=[O:25])[C:5](=[CH:11][C:12]1[CH:17]=[CH:16][C:15]([N:18]2[CH2:23][CH2:22][C:21](=O)[CH2:20][CH2:19]2)=[CH:14][CH:13]=1)[C:6]([O:8][CH2:9][CH3:10])=[O:7])[CH3:2].[NH2:26][CH2:27][CH:28]([C:30]1[CH:31]=[CH:32][C:33]([OH:41])=[C:34]([NH:36][S:37]([CH3:40])(=[O:39])=[O:38])[CH:35]=1)[OH:29]>>[CH2:1]([O:3][C:4](=[O:25])[C:5](=[CH:11][C:12]1[CH:17]=[CH:16][C:15]([N:18]2[CH2:19][CH2:20][CH:21]([NH:26][CH2:27][CH:28]([OH:29])[C:30]3[CH:31]=[CH:32][C:33]([OH:41])=[C:34]([NH:36][S:37]([CH3:40])(=[O:39])=[O:38])[CH:35]=3)[CH2:22][CH2:23]2)=[CH:14][CH:13]=1)[C:6]([O:8][CH2:9][CH3:10])=[O:7])[CH3:2]. Procedure: The title compound was prepared from 2-[4-(4-oxo-piperidine-1-yl)-benzylidene]-malonic acid diethyl ester (which was obtained in Example 153) and N-[5-(-2-amino-1-hydroxy- ethyl)-2-hydroxy-phenyl]-methanesulfonamide (which was obtained in Example 9) according to the procedure of Example 180 as a yellowish solid; mp >80° C. (decomposed); 1H NMR (300 MHz, DMSO-d6) δ 1.21 (t, J=7.0 Hz, 3H), 1.23 (t, J=7.0 Hz, 3H), 1.75-1.95 (m, 2H), 2.50-3.50 (m, 7H), 2.92 (s, 3H), 3.75-3.90 (m, 2H), 4.21 (q, J=7.0... Product: COc1ccc(C(=O)CC#N)cc1. Reactants: C[O-], CC#N, COC(=O)c1ccc(OC)cc1, CS(C)=O, Cl, [Na+], O. Reaction SMILES: [CH3:13][O-:14].[CH3:17][C:18]#[N:19].[CH3:1][O:2][c:3]1[cH:4][cH:5][c:6]([C:7]([O:9][CH3:8])=[O:10])[cH:11][cH:12]1.[CH3:20][S:21](=[O:22])[CH3:23].[ClH:16].[Na+:15].[OH2:24]>>[CH3:1][O:2][c:3]1[cH:4][cH:5][c:6]([C:7](=[O:9])[CH2:17][C:18]#[N:19])[cH:11][cH:12]1. Reaction SMILES: [C:1]1([CH2:7][CH2:8][CH2:9][CH2:10][CH2:11][CH2:12][OH:13])[CH:6]=[CH:5][CH:4]=[CH:3][CH:2]=1.[CH2:14]([CH:16]1[O:18][CH2:17]1)Br.[H-].[Na+]>CN(C)C=O>[C:1]1([CH2:7][CH2:8][CH2:9][CH2:10][CH2:11][CH2:12][O:13][CH2:14][CH:16]2[CH2:17][O:18]2)[CH:6]=[CH:5][CH:4]=[CH:3][CH:2]=1 |f:2.3|. Reported procedure: A procedure similar to that described in Preparation 46 was repeated, except that 5 g of 6-phenyl-1-hexanol, 4.6 ml of epibromohydrin, 1.23 g of sodium hydride (as a 55% by weight dispersion in mineral oil) and 80 ml of anhydrous dimethylformamide were used. The resulting crude product was purified by silica gel column chromatography, using a 1:7 by volume mixture of ethyl acetate and hexane as the eluent, to give 4.35 g of the title compound as a colorless oil having an Rf value of 0.60 (on sil... Yields the product C1(=CC=CC=C1)CCCCCCOCC1OC1 (6-Phenylhexyloxymethyloxirane). The solvent is CN(C=O)C (dimethylformamide). The reactants are C1(=CC=CC=C1)CCCCCCO (6-phenyl-1-hexanol), C(Br)C1CO1 (epibromohydrin), [H-].[Na+] (sodium hydride). Reaction SMILES: [C:1]([O:5][C:6](=[O:23])[C@H:7]([CH2:16][C:17]1[CH:22]=[CH:21][CH:20]=[CH:19][CH:18]=1)[NH:8][C:9](=[O:15])[C@@H:10]1[CH2:14][CH2:13][CH2:12][NH:11]1)([CH3:4])([CH3:3])[CH3:2].CN1CCOCC1.[C:31]([S:34][CH2:35][CH:36]([CH3:40])[C:37](Cl)=[O:38])(=[O:33])[CH3:32]>ClCCl>[C:1]([O:5][C:6](=[O:23])[C@H:7]([CH2:16][C:17]1[CH:18]=[CH:19][CH:20]=[CH:21][CH:22]=1)[NH:8][C:9](=[O:15])[C@@H:10]1[CH2:14][CH2:13][CH2:12][N:11]1[C:37](=[O:38])[CH:36]([CH3:40])[CH2:35][S:34][C:31](=[O:33])[CH3:32])([CH3:4])([CH3:2])[CH3:3]. Procedure details: To a stirred solution of L-prolyl-L-phenylalanine tert-butyl ester (1.0 g) [prepared by the method described in Ann. Chem. 680, 132-141 (1964)] in dichloromethane at about -30° C. were added N-methylmorpholine (0.32 g) and then dropwise 3-acetylthio-2-methylpropanoyl chloride (0.57 g). The mixture was stirred at the same temperature for 30 minutes and then at room temperature for one hour. The reaction mixture was washed successively with 4% sodium bicarbonate, water, 10% citric acid, and water,... Reaction conditions: time 30 minute. The reactants are C(C)(C)(C)OC([C@@H](NC([C@H]1NCCC1)=O)CC1=CC=CC=C1)=O (L-prolyl-L-phenylalanine tert-butyl ester), CN1CCOCC1 (N-methylmorpholine), C(C)(=O)SCC(C(=O)Cl)C (3-acetylthio-2-methylpropanoyl chloride). The product is C(C)(C)(C)OC([C@@H](NC([C@H]1N(CCC1)C(C(CSC(C)=O)C)=O)=O)CC1=CC=CC=C1)=O (1-(3-acetylthio-2-methylpropanoyl)-L-prolyl-L-phenylalanine tert-butyl ester). Solvent: ClCCl (dichloromethane). Reactants: O=C(Cl)c1ccccc1, C=Cc1cn(COCCO)c(=O)[nH]c1=O, c1ccncc1. Yields the product C=Cc1cn(COCCOC(=O)c2ccccc2)c(=O)[nH]c1=O. As a reaction SMILES: [C:1]([c:2]1[cH:3][cH:4][cH:5][cH:6][cH:7]1)(=[O:8])[Cl:9].[OH:10][CH2:11][CH2:12][O:13][CH2:14][n:15]1[c:16](=[O:17])[nH:18][c:19](=[O:20])[c:21]([CH:23]=[CH2:24])[cH:22]1.[cH:25]1[cH:26][cH:27][n:28][cH:29][cH:30]1>>[C:1]([c:2]1[cH:3][cH:4][cH:5][cH:6][cH:7]1)(=[O:8])[O:10][CH2:11][CH2:12][O:13][CH2:14][n:15]1[c:16](=[O:17])[nH:18][c:19](=[O:20])[c:21]([CH:23]=[CH2:24])[cH:22]1. The reactants are CC(=O)C.C(=O)=O (acetone dry ice), [BH4-].[Na+] (NaBH4), product, FC=1C(=C(C(=O)NOCCO)C=CC1F)NC1=C(C=C(C=C1)C=C)F (3,4-Difluoro-2-(2-fluoro-4-vinylanilino)-N-(2-hydroxyethoxy)benzamide). Run in CO (MeOH), CO (MeOH). Reaction conditions: time 0.5 hour. Yields the product FC=1C(=C(C(=O)NOCCO)C=CC1F)NC1=C(C=C(C=C1)CO)F (3,4-Difluoro-2-[2-fluoro-4-(hydroxymethyl)anilino]-N-(2-hydroxyethoxy)benzamide), solid. The yield is 58.0%. As a reaction SMILES: [F:1][C:2]1[C:3]([NH:16][C:17]2[CH:22]=[CH:21][C:20]([CH:23]=C)=[CH:19][C:18]=2[F:25])=[C:4]([CH:12]=[CH:13][C:14]=1[F:15])[C:5]([NH:7][O:8][CH2:9][CH2:10][OH:11])=[O:6].CC(C)=[O:28].C(=O)=O.[BH4-].[Na+]>CO>[F:1][C:2]1[C:3]([NH:16][C:17]2[CH:22]=[CH:21][C:20]([CH2:23][OH:28])=[CH:19][C:18]=2[F:25])=[C:4]([CH:12]=[CH:13][C:14]=1[F:15])[C:5]([NH:7][O:8][CH2:9][CH2:10][OH:11])=[O:6] |f:1.2,3.4|. Procedure details: The product of Example 4, 3,4-Difluoro-2-(2-fluoro-4-vinylanilino)-N-(2-hydroxyethoxy)benzamide (170 mg, 0.48 mmol) was dissolved in MeOH (50 mL) and the solution cooled to −78° C. (acetone/dry ice). Ozone was bubbled through the solution until a pale blue-grey solution was obtained, then nitrogen bubbled through the solution until the blue colour disappeared. A solution of NaBH4 (92 mg, 2.41 mmol) in MeOH (10 mL) was added, the reaction mixture removed from the cold bath and allowed to stir for...